This data is from the Open Reaction Database (ORD), a public repository of structured organic reaction records. The task is: describe an organic reaction: reactants, conditions, products, and yield Starting materials: [N+](=O)([O-])C1=C(C=CC=C1)S(=O)(=O)N(CC1=CC=C(C=C1)CN(C1CCCC=2C=CC=NC12)CCN)CC1=NC=CC=C1 (N-(2-nitrobenzenesulfonyl)-N-(2-pyridinylmethyl)-N′-(2-aminoethyl)-N′-(5,6,7,8-tetrahydro-8-quinolinyl)-1,4-benzenedimethanamine), N1C(=NC=C1)C=O (2-imidazolecarboxaldehyde), C(C)(C)(C)OC(=O)OC(=O)OC(C)(C)C (di-t-butyldicarbonate), [BH4-].[Na+] (sodium borohydride). The solvent is CO (MeOH). Run at time 17 hour. Product: N1=C(C=CC=C1)CNCC1=CC=C(C=C1)CN(C1CCCC=2C=CC=NC12)CCNCC=1NC=CN1 (N-(2-pyridinylmethyl)-N′-[2-[(1H-imidazol-2-ylmethyl)amino]ethyl]-N′-(5,6,7,8-tetrahydro-8-quinolinyl)-1,4-benzenedimethanamine). Isolated yield 40.1%. As a reaction SMILES: [N+](C1C=CC=CC=1S([N:13]([CH2:36][C:37]1[CH:42]=[CH:41][CH:40]=[CH:39][N:38]=1)[CH2:14][C:15]1[CH:20]=[CH:19][C:18]([CH2:21][N:22]([CH2:33][CH2:34][NH2:35])[CH:23]2[C:32]3[N:31]=[CH:30][CH:29]=[CH:28][C:27]=3[CH2:26][CH2:25][CH2:24]2)=[CH:17][CH:16]=1)(=O)=O)([O-])=O.[NH:43]1[CH:47]=[CH:46][N:45]=[C:44]1[CH:48]=O.[BH4-].[Na+].C(OC(OC(OC(C)(C)C)=O)=O)(C)(C)C>CO>[N:38]1[CH:39]=[CH:40][CH:41]=[CH:42][C:37]=1[CH2:36][NH:13][CH2:14][C:15]1[CH:16]=[CH:17][C:18]([CH2:21][N:22]([CH2:33][CH2:34][NH:35][CH2:48][C:44]2[NH:45][CH:46]=[CH:47][N:43]=2)[CH:23]2[C:32]3[N:31]=[CH:30][CH:29]=[CH:28][C:27]=3[CH2:26][CH2:25][CH2:24]2)=[CH:19][CH:20]=1 |f:2.3|. Procedure details: To a stirred solution of N-(2-nitrobenzenesulfonyl)-N-(2-pyridinylmethyl)-N′-(2-aminoethyl)-N′-(5,6,7,8-tetrahydro-8-quinolinyl)-1,4-benzenedimethanamine (333 mg, 0.57 mmol) in dry MeOH (5 mL) was added 2-imidazolecarboxaldehyde (110 mg, 1.14 mmol) and the mixture was stirred for 17 hours. To this solution was added sodium borohydride (110 mg, 2.91 mmol) in one portion and the mixture was stirred for 40 min. The reaction mixture was concentrated in vacuo and partitioned between CH2Cl2 (25 mL) an... The reactants are ClC(Cl)(Cl)Cl, O=C(Cl)C(F)CF, OCC(F)(F)C(F)C(F)(F)F, O, c1ccncc1. Yields the product O=C(OCC(F)(F)C(F)C(F)(F)F)C(F)CF. RXN SMILES: [Cl:26][C:27]([Cl:28])([Cl:29])[Cl:30].[F:1][CH:2]([C:3](=[O:4])[Cl:5])[CH2:6][F:7].[F:8][C:9]([CH2:10][OH:11])([CH:12]([C:13]([F:14])([F:15])[F:16])[F:17])[F:18].[OH2:25].[cH:19]1[cH:20][cH:21][n:22][cH:23][cH:24]1>>[F:1][CH:2]([C:3](=[O:4])[O:11][CH2:10][C:9]([F:8])([CH:12]([C:13]([F:14])([F:15])[F:16])[F:17])[F:18])[CH2:6][F:7].